This data is from the Open Reaction Database (ORD), a public repository of structured organic reaction records. The task is: describe an organic reaction: reactants, conditions, products, and yield The reactants are C(#N)[BH3-].[Na+] (sodium cyanoborohydride), Cl.BrC=1C=C(CCN)C=C(C1)C (N-(3-bromo-5-methylbenzyl)methylamine hydrochloride), CC(C)(C1=CC=CC=C1)C1=CC=C(C=O)C=C1 (4-(1-methyl-1-phenylethyl)benzaldehyde), [OH-].[K+] (potassium hydroxide). Solvent: CO (methanol), CO (methanol). The product is BrC=1C=C(CN(C)CC2=CC=C(C=C2)C(C)(C2=CC=CC=C2)C)C=C(C1)C (N-(3-Bromo-5-methylbenzyl)-N-methyl-[4-(1-methyl-1-phenylethyl)benzyl]amine). The yield is 119.0%. Reaction SMILES: Cl.[Br:2][C:3]1[CH:4]=[C:5]([CH:9]=[C:10]([CH3:12])[CH:11]=1)[CH2:6]CN.[OH-].[K+].[CH3:15][C:16]([C:24]1[CH:31]=[CH:30][C:27]([CH:28]=O)=[CH:26][CH:25]=1)([C:18]1[CH:23]=[CH:22][CH:21]=[CH:20][CH:19]=1)[CH3:17].[C:32]([BH3-])#[N:33].[Na+]>CO>[Br:2][C:3]1[CH:4]=[C:5]([CH:9]=[C:10]([CH3:12])[CH:11]=1)[CH2:6][N:33]([CH2:28][C:27]1[CH:30]=[CH:31][C:24]([C:16]([CH3:17])([C:18]2[CH:23]=[CH:22][CH:21]=[CH:20][CH:19]=2)[CH3:15])=[CH:25][CH:26]=1)[CH3:32] |f:0.1,2.3,5.6|. Procedure details: N-(3-bromo-5-methylbenzyl)methylamine hydrochloride (11.0 g) was dissolved in methanol (30 ml), and potassium hydroxide (800 mg) was added thereto. The mixture was stirred until complete dissolution was effected, and 4-(1-methyl-1-phenylethyl)benzaldehyde (8.96 g) was added thereto. The mixture was stirred for 15 minutes, and sodium cyanoborohydride (950 mg) in methanol (10 ml) was added dropwise. The mixture was stirred for 30 minutes, and insoluble matter was filtered off, followed by washing ...